This data is from the Open Reaction Database (ORD), a public repository of structured organic reaction records. The task is: describe an organic reaction: reactants, conditions, products, and yield Reactants: Cc1cc(C)n(-c2ccc(C(=O)O)cc2)n1, CN(C)C=O, O=C(Cl)C(=O)Cl, ClCCl. Product: Cc1cc(C)n(-c2ccc(C(=O)Cl)cc2)n1. As a reaction SMILES: [CH3:1][c:2]1[n:3][n:4](-[c:8]2[cH:9][cH:10][c:11]([C:12](=[O:13])[OH:14])[cH:15][cH:16]2)[c:5]([CH3:7])[cH:6]1.[CH3:23][N:24]([CH3:25])[CH:26]=[O:27].[Cl:17][C:18]([C:19]([Cl:20])=[O:21])=[O:22].[Cl:28][CH2:29][Cl:30]>>[CH3:1][c:2]1[n:3][n:4](-[c:8]2[cH:9][cH:10][c:11]([C:12](=[O:13])[Cl:17])[cH:15][cH:16]2)[c:5]([CH3:7])[cH:6]1. The reactants are O=C([O-])C(O)C(O)C(=O)[O-], Cc1ccccc1, CCCc1ccc(C(=O)OC)c(OC)c1, COCCO[AlH2-]OCCOC, CO, [K+], [Na+], [Na+], C1CCOC1, O, O, O, O. Yields the product CCCc1ccc(CO)c(OC)c1. As a reaction SMILES: [C:44]([CH:45]([CH:46]([C:47]([O-:48])=[O:49])[OH:50])[OH:51])([O-:52])=[O:53].[CH3:13][c:14]1[cH:15][cH:16][cH:17][cH:18][cH:19]1.[CH3:25][O:26][c:27]1[c:28]([C:29](=[O:30])[O:31][CH3:32])[cH:33][cH:34][c:35]([CH2:37][CH2:38][CH3:39])[cH:36]1.[CH3:2][O:3][CH2:4][CH2:5][O:6][AlH2-:7][O:8][CH2:9][CH2:10][O:11][CH3:12].[CH3:56][OH:57].[K+:55].[Na+:1].[Na+:54].[O:20]1[CH2:21][CH2:22][CH2:23][CH2:24]1.[OH2:40].[OH2:41].[OH2:42].[OH2:43]>>[CH3:25][O:26][c:27]1[c:28]([CH2:29][OH:30])[cH:33][cH:34][c:35]([CH2:37][CH2:38][CH3:39])[cH:36]1. Starting materials: O=C1CCC(=O)N1Br, Cc1ccc2c(-c3ccc(F)cc3)cc(Cl)nc2c1, ClC(Cl)(Cl)Cl, CC(C)(C#N)N=NC(C)(C)C#N. Yields the product Fc1ccc(-c2cc(Cl)nc3cc(CBr)ccc23)cc1. Reaction SMILES: [Br:20][N:21]1[C:22](=[O:23])[CH2:24][CH2:25][C:26]1=[O:27].[Cl:1][c:2]1[n:3][c:4]2[cH:5][c:6]([CH3:19])[cH:7][cH:8][c:9]2[c:10](-[c:12]2[cH:13][cH:14][c:15]([F:18])[cH:16][cH:17]2)[cH:11]1.[Cl:40][C:41]([Cl:42])([Cl:43])[Cl:44].[N:28]#[C:29][C:30]([N:31]=[N:32][C:33]([C:34]#[N:35])([CH3:36])[CH3:37])([CH3:38])[CH3:39]>>[Cl:1][c:2]1[n:3][c:4]2[cH:5][c:6]([CH2:19][Br:20])[cH:7][cH:8][c:9]2[c:10](-[c:12]2[cH:13][cH:14][c:15]([F:18])[cH:16][cH:17]2)[cH:11]1. Starting materials: C(C)OC(=O)OC=1C(=NC=C(C1COC(=O)OCC)CO)C (3-ethoxycarbonyloxy-4-ethoxycarbonyloxymethyl-5-hydroxymethyl-2-methylpyridine), S(=O)(Cl)Cl (thionyl chloride). Solvent: C1=CC=CC=C1 (benzene). Product: Cl.ClCC=1C(=C(C(=NC1)C)OC(=O)OCC)COC(=O)OCC (5-chloromethyl-3-ethoxycarbonyloxy-4-ethoxycarbonyloxymethyl-2-methylpyridine hydrochloride). RXN SMILES: [CH2:1]([O:3][C:4]([O:6][C:7]1[C:8]([CH3:22])=[N:9][CH:10]=[C:11]([CH2:20]O)[C:12]=1[CH2:13][O:14][C:15]([O:17][CH2:18][CH3:19])=[O:16])=[O:5])[CH3:2].S(Cl)([Cl:25])=O>C1C=CC=CC=1>[ClH:25].[Cl:25][CH2:20][C:11]1[C:12]([CH2:13][O:14][C:15]([O:17][CH2:18][CH3:19])=[O:16])=[C:7]([O:6][C:4]([O:3][CH2:1][CH3:2])=[O:5])[C:8]([CH3:22])=[N:9][CH:10]=1 |f:3.4|. Reported procedure: To a solution of 0.1 mole of 3-ethoxycarbonyloxy-4-ethoxycarbonyloxymethyl-5-hydroxymethyl-2-methylpyridine in 200 ml. of benzene is added dropwise with stirring and cooling 0.15 moles of thionyl chloride. The reaction mixture is stirred for 1 hour and then filtered to give 5-chloromethyl-3-ethoxycarbonyloxy-4-ethoxycarbonyloxymethyl-2-methylpyridine hydrochloride. As a reaction SMILES: [Br:24][CH2:25][c:26]1[cH:27][cH:28][c:29](-[c:30]2[cH:31][cH:32][cH:33][cH:34][c:35]2[C:36]#[N:37])[cH:38][cH:39]1.[C:1](#[N:2])[c:3]1[c:4](-[c:9]2[cH:10][cH:11][c:12]([CH2:15][NH:16][CH2:17][CH2:18][CH3:19])[cH:13][cH:14]2)[cH:5][cH:6][cH:7][cH:8]1.[CH2:20]([NH2:21])[CH2:22][CH3:23].[CH3:51][CH2:52][OH:53].[Cl:40][c:41]1[cH:42][c:43]([CH3:50])[n:44][c:45]2[n:46]1[n:47][cH:48][cH:49]2>>[C:1](#[N:2])[c:3]1[c:4](-[c:9]2[cH:10][cH:11][c:12]([CH2:15][N:16]([CH2:17][CH2:18][CH3:19])[c:41]3[cH:42][c:43]([CH3:50])[n:44][c:45]4[n:46]3[n:47][cH:48][cH:49]4)[cH:13][cH:14]2)[cH:5][cH:6][cH:7][cH:8]1. Reactants: N#Cc1ccccc1-c1ccc(CBr)cc1, CCCNCc1ccc(-c2ccccc2C#N)cc1, CCCN, CCO, Cc1cc(Cl)n2nccc2n1. Product: CCCN(Cc1ccc(-c2ccccc2C#N)cc1)c1cc(C)nc2ccnn12. Starting materials: CCOC(=O)C (EtOAc), CS(=O)(=O)OCCOCCOCCOC (1-[(methanesulfonyl)-oxy]-3,6,9-trioxadecane), IC=1C=C(C=CC1)O (3-iodophenol), C([O-])([O-])=O.[K+].[K+] (potassium carbonate). The solvent is CCCCCC (hexane), CN(C)C=O (DMF), CN(C)C=O (DMF). Conditions: temperature 68 celsius, time 16 hour. Product: IC=1C=C(OCCOCCOCCOC)C=CC1 (1 -(3-iodophenoxy)-3,6,9-trioxadecane). Isolated yield 61.6%. Reaction SMILES: CS([O:5][CH2:6][CH2:7][O:8][CH2:9][CH2:10][O:11][CH2:12][CH2:13][O:14][CH3:15])(=O)=O.[I:16][C:17]1[CH:18]=[C:19](O)[CH:20]=[CH:21][CH:22]=1.C(=O)([O-])[O-].[K+].[K+].CCOC(C)=O>CN(C=O)C.CCCCCC>[I:16][C:17]1[CH:22]=[C:21]([CH:20]=[CH:19][CH:18]=1)[O:5][CH2:6][CH2:7][O:8][CH2:9][CH2:10][O:11][CH2:12][CH2:13][O:14][CH3:15] |f:2.3.4|. Procedure: To a solution of 1-[(methanesulfonyl)-oxy]-3,6,9-trioxadecane (11.6 g, 47.9 mmol) in dry DMF (145 ml) was added 3-iodophenol (10.6 g, 48.2 mmol) and potassium carbonate (6.6 g, 47.8 mmol). The reaction was immersed in an oil bath which was warmed to 68° C. over a period of 0.5 hr. The reaction was stirred at this temperature under an N2 atmosphere for 16 hrs and then at 82° C. for an additional 2 hrs. At the end of this period, the reaction was cooled, diluted with DMF, filtered through a pad of... Reactants: CC(C)=O, O=[Mn]=O, NS(=O)(=O)c1cccc(CO)c1. Product: NS(=O)(=O)c1cccc(C=O)c1. Reaction SMILES: [CH3:13][C:14](=[O:15])[CH3:16].[O:17]=[Mn:18]=[O:19].[OH:1][CH2:2][c:3]1[cH:4][c:5]([S:9](=[O:10])(=[O:11])[NH2:12])[cH:6][cH:7][cH:8]1>>[O:1]=[CH:2][c:3]1[cH:4][c:5]([S:9](=[O:10])(=[O:11])[NH2:12])[cH:6][cH:7][cH:8]1. Starting materials: N12C(CC(CC1)CC2)C(=O)Cl (Quinuclidine-2-carbonyl chloride), N[C@@H]1CN(CC1)CCC1=CC=C(C=C1)F ((S)-3-amino-1-(2-(4-fluorophenyl)ethyl)pyrrolidine). The product is FC1=CC=C(C=C1)CCN1CC(CC1)NC(=O)[C@H]1N2CCC(C1)CC2 ((S)-N-(1-(2-(4-fluorophenyl)ethyl)pyrrolidin-3-yl)-quinuclidine-2-carboxamide). RXN SMILES: [N:1]12[CH2:8][CH2:7][CH:4]([CH2:5][CH2:6]1)[CH2:3][CH:2]2[C:9](Cl)=[O:10].[NH2:12][C@H:13]1[CH2:17][CH2:16][N:15]([CH2:18][CH2:19][C:20]2[CH:25]=[CH:24][C:23]([F:26])=[CH:22][CH:21]=2)[CH2:14]1>>[F:26][C:23]1[CH:24]=[CH:25][C:20]([CH2:19][CH2:18][N:15]2[CH2:16][CH2:17][CH:13]([NH:12][C:9]([C@@H:2]3[CH2:3][CH:4]4[CH2:7][CH2:8][N:1]3[CH2:6][CH2:5]4)=[O:10])[CH2:14]2)=[CH:21][CH:22]=1. Procedure details: Quinuclidine-2-carbonyl chloride and (S)-3-amino-1-(2-(4-fluorophenyl)ethyl)pyrrolidine were reacted under the same conditions as in Example 53 to give (S)-N-(1-(2-(4-fluorophenyl)ethyl)pyrrolidin-3-yl)-quinuclidine-2-carboxamide. Starting materials: O(C1=CC=CC=C1)CCO (2-phenoxyethanol), C1(=CC=CC=C1)C (toluene), S(=O)(Cl)Cl (thionyl chloride). Run in N1=CC=CC=C1 (pyridine). The product is ClCCOC1=CC=CC=C1 (1-chloro-2-phenoxyethane). The yield is 83.0%. As a reaction SMILES: [O:1]([CH2:8][CH2:9]O)[C:2]1[CH:7]=[CH:6][CH:5]=[CH:4][CH:3]=1.C1(C)C=CC=CC=1.S(Cl)([Cl:20])=O>N1C=CC=CC=1>[Cl:20][CH2:9][CH2:8][O:1][C:2]1[CH:7]=[CH:6][CH:5]=[CH:4][CH:3]=1. Reported procedure: To a flask was added 41.5 grams (g.) (0.3 mole) of 2-phenoxyethanol, 50 ml of toluene and 3.93 g. of pyridine, then 39.3 g. (0.33 mole) of thionyl chloride dropwise while stirring at room temperature. The exothermic reaction was heated at 50°-60° C. for two hours. After cooling to room temperature, the resulting salt was filtered and washed with methylene chloride. The filtrate was washed several times with aqueous sodium bicarbonate, dried using sodium sulfate, and then concentrated to obtain 3...